Task: describe an organic reaction: reactants, conditions, products, and yield. Dataset: the Open Reaction Database (ORD), a public repository of structured organic reaction records Starting materials: BrC1(CC=C(C2=CC=CC=C12)C)CC(=O)[O-] (1-bromo-4-methylnaphthaleneacetate), BrN1C(CCC1=O)=O (N-bromosuccinimide), N(=NC(C#N)(C)C)C(C#N)(C)C (2,2′-azobis(isobutyronitrile)). Run in C(Cl)(Cl)(Cl)Cl (carbon tetrachloride). The product is BrC1=CC=C(C2=CC=CC=C12)CBr (1-bromo-4-(bromomethyl)naphthalene). Reaction SMILES: [Br:1][C:2]1(CC([O-])=O)[C:11]2[C:6](=[CH:7][CH:8]=[CH:9][CH:10]=2)[C:5]([CH3:12])=[CH:4][CH2:3]1.[Br:17]N1C(=O)CCC1=O.N(C(C)(C)C#N)=NC(C)(C)C#N>C(Cl)(Cl)(Cl)Cl>[Br:1][C:2]1[C:11]2[C:6](=[CH:7][CH:8]=[CH:9][CH:10]=2)[C:5]([CH2:12][Br:17])=[CH:4][CH:3]=1. Procedure: A solution of 1-bromo-4-methylnaphthaleneacetate (14.98 g, 67.75 mmol), N-bromosuccinimide (12.1 g, 67.8 mmol) and 2,2′-azobis(isobutyronitrile) (50 mg) in carbon tetrachloride (50 ml) was heated under reflux for 0.5 hr. After cooling the reaction solution to room temperature, white precipitate was filtered off, and the precipitate was washed with diethyl ether. The solvent of the collected filtrate was evaporated under reduced pressure to give a crude product of 1-bromo-4-(bromomethyl)naphthale... Reaction SMILES: [BH3:42].[CH3:39][NH:40][CH3:41].[CH3:43][OH:44].[CH:1]1([C:6]2([CH2:14][CH2:15][c:16]3[cH:17][c:18]([F:27])[c:19]([C:22]4([C:25]#[N:26])[CH2:23][CH2:24]4)[cH:20][cH:21]3)[O:7][C:8](=[O:13])[CH2:9][C:10](=[O:12])[CH2:11]2)[CH2:2][CH2:3][CH2:4][CH2:5]1.[n:28]1[c:29]([CH:37]=[O:38])[n:30][c:31]2[n:32]1[cH:33][cH:34][cH:35][n:36]2>>[CH:1]1([C:6]2([CH2:14][CH2:15][c:16]3[cH:17][c:18]([F:27])[c:19]([C:22]4([C:25]#[N:26])[CH2:23][CH2:24]4)[cH:20][cH:21]3)[O:7][C:8](=[O:13])[CH:9]([CH2:37][c:29]3[n:28][n:32]4[c:31]([n:30]3)[n:36][cH:35][cH:34][cH:33]4)[C:10](=[O:12])[CH2:11]2)[CH2:2][CH2:3][CH2:4][CH2:5]1. The reactants are B, CNC, CO, N#CC1(c2ccc(CCC3(C4CCCC4)CC(=O)CC(=O)O3)cc2F)CC1, O=Cc1nc2ncccn2n1. Product: N#CC1(c2ccc(CCC3(C4CCCC4)CC(=O)C(Cc4nc5ncccn5n4)C(=O)O3)cc2F)CC1. Reactants: C=C(Cc1ccccc1)C(=O)OC, CNC, CO. Yields the product COC(=O)C(Cc1ccccc1)CN(C)C. RXN SMILES: [CH2:1]([c:2]1[cH:3][cH:4][cH:5][cH:6][cH:7]1)[C:8]([C:9](=[O:10])[O:11][CH3:12])=[CH2:13].[CH3:14][NH:15][CH3:16].[CH3:17][OH:18]>>[CH2:1]([c:2]1[cH:3][cH:4][cH:5][cH:6][cH:7]1)[CH:8]([C:9](=[O:10])[O:11][CH3:12])[CH2:13][N:15]([CH3:14])[CH3:16]. Reactants: [Li]CCCC (n-BuLi), N1C=NC=C1 (imidazole), C1CCOC1 (THF), CN(C)C=O (DMF). Conditions: temperature 0 celsius, time 10 minute. Product: COCCN1C(=NC=C1)C=O (1-(2-methoxy-ethyl)-1H-imidazole-2-carboxaldehyde). RXN SMILES: [NH:1]1[CH:5]=[CH:4][N:3]=[CH:2]1.[Li]CCCC.CN([CH:14]=[O:15])C.C1[CH2:20][O:19][CH2:18][CH2:17]1>>[CH3:20][O:19][CH2:18][CH2:17][N:1]1[CH:5]=[CH:4][N:3]=[C:2]1[CH:14]=[O:15]. Procedure: A solution of the imidazole (342 mg, 2.71 mmol) in THF (3.5 mL) was cooled to −78° C. under nitrogen and n-BuLi (2.5M in hexanes, 1.4 mL, 3.5 mmol) was added. The resulting bright yellow solution was stirred at 0° C. for 10 minutes, then DMF (0.5 mL, 6.5 mmol) was added. The reaction was stirred at room temperature for 45 minutes, then was quenched by the addition of saturated aqueous NH4Cl (5 mL). The layers were separated and the aqueous solution was extracted with CH2Cl2 (10 mL×2). The organi... The reactants are ClC1=CC(=CC2=C1OC1=C(S(C2)(=O)=O)C=C(C=C1C)C(=O)O)S(=O)(=O)Cl (4-Chloro-2-chlorosulfonyl-6-methyl-10,10-dioxo-10,11-dihydro-5-oxa-10lambda*6*-thia-dibenzo[a,d]cycloheptene-8-carboxylic acid), N1CCNCC1 (piperazine), C(C)OC(C)=O (ethylacetate). Conditions: time 8 hour. Product: COC(=O)C=1C=C(C2=C(S(CC3=C(O2)C(=CC(=C3)S(=O)(=O)N3CCNCC3)Cl)(=O)=O)C1)C (4-Chloro-6-methyl-10,10-dioxo-2-(piperazine-1-sulfonyl)-10,11-dihydro-5-oxa-10lambda*6*-thia-dibenzo[a,d]cycloheptene-8-carboxylic acid methyl ester). Reaction SMILES: [Cl:1][C:2]1[C:7]2[O:8][C:9]3[C:18]([CH3:19])=[CH:17][C:16]([C:20]([OH:22])=[O:21])=[CH:15][C:10]=3[S:11](=[O:14])(=[O:13])[CH2:12][C:6]=2[CH:5]=[C:4]([S:23](Cl)(=[O:25])=[O:24])[CH:3]=1.[NH:27]1[CH2:32][CH2:31][NH:30][CH2:29][CH2:28]1.[CH2:33](OC(=O)C)C>>[CH3:33][O:22][C:20]([C:16]1[CH:17]=[C:18]([CH3:19])[C:9]2[O:8][C:7]3[C:2]([Cl:1])=[CH:3][C:4]([S:23]([N:27]4[CH2:32][CH2:31][NH:30][CH2:29][CH2:28]4)(=[O:25])=[O:24])=[CH:5][C:6]=3[CH2:12][S:11](=[O:14])(=[O:13])[C:10]=2[CH:15]=1)=[O:21]. Reported procedure: A suspension of Example 49j (0.5 g, 1.14 mmol) in ethylacetate (20 mL) was treated with piperazine (0.147 g, 1.7 mmol) at room temperature and allowed to stir overnight. It was concentrated, treated with methanolic-HCl (50 mL) and refluxed overnight. The reaction mixture was concentrated, treated with an aqueous sodium bicarbonate solution and extracted with n-butanol. The organic layer was washed with water, dried, concentrated and purified using flash chromatography (silica gel, methanol/chlor... The reactants are COC1=NN(C2=NC=C(C=C21)N)CC2=CC=C(C=C2)OC (3-Methoxy-1-(4-methoxybenzyl)-1H-pyrazolo[3,4-b]pyridin-5-amine), FC1=C(C(=O)O)C(=CC=C1NS(=O)(=O)CCC)F (2,6-difluoro-3-(propylsulfonamido)benzoic acid), CCN=C=NCCCN(C)C (EDCI), C=1C=CC2=C(C1)N=NN2O (HOBt). The solvent is CN(C)C=O (DMF). Run at time 8 hour. Product: FC1=C(C(=O)NC=2C=C3C(=NC2)N(N=C3OC)CC3=CC=C(C=C3)OC)C(=CC=C1NS(=O)(=O)CCC)F (2,6-difluoro-N-(3-methoxy-1-(4-methoxybenzyl)-1H-pyrazolo[3,4-b]pyridin-5-yl)-3-(propylsulfonamido)benzamide). Yield: 13.3%. RXN SMILES: [CH3:1][O:2][C:3]1[C:11]2[C:6](=[N:7][CH:8]=[C:9]([NH2:12])[CH:10]=2)[N:5]([CH2:13][C:14]2[CH:19]=[CH:18][C:17]([O:20][CH3:21])=[CH:16][CH:15]=2)[N:4]=1.[F:22][C:23]1[C:31]([NH:32][S:33]([CH2:36][CH2:37][CH3:38])(=[O:35])=[O:34])=[CH:30][CH:29]=[C:28]([F:39])[C:24]=1[C:25](O)=[O:26].CCN=C=NCCCN(C)C.C1C=CC2N(O)N=NC=2C=1>CN(C=O)C>[F:22][C:23]1[C:31]([NH:32][S:33]([CH2:36][CH2:37][CH3:38])(=[O:34])=[O:35])=[CH:30][CH:29]=[C:28]([F:39])[C:24]=1[C:25]([NH:12][C:9]1[CH:10]=[C:11]2[C:3]([O:2][CH3:1])=[N:4][N:5]([CH2:13][C:14]3[CH:19]=[CH:18][C:17]([O:20][CH3:21])=[CH:16][CH:15]=3)[C:6]2=[N:7][CH:8]=1)=[O:26]. Procedure: 3-Methoxy-1-(4-methoxybenzyl)-1H-pyrazolo[3,4-b]pyridin-5-amine (0.0118 g, 0.0414 mmol), 2,6-difluoro-3-(propylsulfonamido)benzoic acid (0.0127 g, 0.0455 mmol), EDCI (0.00873 g, 0.0455 mmol), and HOBt (0.00615 g, 0.0455 mmol) were dissolved in DMF (1.5 mL) and stirred overnight at room temperature. The solution was partitioned between water and EtOAc. The organic layer was washed with water (3×), brine, dried over Na2SO4 and concentrated to an oil, which was purified by column chromatography (4:...